describe an organic reaction: reactants, conditions, products, and yield From a dataset of the Open Reaction Database (ORD), a public repository of structured organic reaction records. The reactants are CO, CCOC(C)=O, NS(=O)(=O)c1cc(C(=O)O)c(F)cc1Cl, O=S(=O)(O)O. The product is COC(=O)c1cc(S(N)(=O)=O)c(Cl)cc1F. As a reaction SMILES: [CH3:21][OH:22].[CH3:23][CH2:24][O:25][C:26]([CH3:27])=[O:28].[NH2:1][S:2](=[O:3])(=[O:4])[c:5]1[c:6]([Cl:15])[cH:7][c:8]([F:14])[c:9]([C:10](=[O:11])[OH:12])[cH:13]1.[S:16](=[O:17])(=[O:18])([OH:19])[OH:20]>>[NH2:1][S:2](=[O:3])(=[O:4])[c:5]1[c:6]([Cl:15])[cH:7][c:8]([F:14])[c:9]([C:10](=[O:11])[O:12][CH3:21])[cH:13]1. The reactants are C1(=CC=CC=C1)S(=O)(=O)NC1=C(C2=C(S1)CCCC2)C(=O)OCC (ethyl 2-benzenesulphonylamino-4,5,6,7-tetrahydro-benzo[b]thiophene-3-carboxylate), NC1CCC2=C(O1)SC=C2C(=O)OC (methyl 2-amino-3,4-dihydro-2H-thieno[2,3-b]pyran-5-carboxylate), NC1CCC2=C(O1)SC=C2C(=O)OC (methyl 2-amino-3,4-dihydro-2H-thieno[2,3-b]pyran-5-carboxylate). The product is C1(=CC=CC=C1)S(=O)(=O)NC1CCC2=C(O1)SC=C2C(=O)OC (Methyl 2-benzenesulphonylamino-3,4-dihydro-2H-thieno[2,3-b]pyran-5-carboxylate). Reaction SMILES: [C:1]1([S:7](NC2SC3CCCCC=3C=2C(OCC)=O)(=[O:9])=[O:8])[CH:6]=[CH:5][CH:4]=[CH:3][CH:2]=1.[NH2:25][CH:26]1[O:31][C:30]2[S:32][CH:33]=[C:34]([C:35]([O:37][CH3:38])=[O:36])[C:29]=2[CH2:28][CH2:27]1>>[C:1]1([S:7]([NH:25][CH:26]2[O:31][C:30]3[S:32][CH:33]=[C:34]([C:35]([O:37][CH3:38])=[O:36])[C:29]=3[CH2:28][CH2:27]2)(=[O:9])=[O:8])[CH:6]=[CH:5][CH:4]=[CH:3][CH:2]=1. Procedure: Prepared by proceeding in a similar manner to Intermediate 1 starting from methyl 2-amino-3,4-dihydro-2H-thieno[2,3-b]pyran-5-carboxylate (Intermediate 17) Yields the product C(C1=CC=CC=C1)(=O)N (benzamide). RXN SMILES: C1(N2C(C(C)C)=C(C=O)C=N2)CC1.N([C:17]1[CH:18]=[C:19]([CH:40]=[CH:41][C:42]=1C)[C:20]([NH:22]C1C=C(C(C)(C)C)C=C(NS(C)(=O)=O)C=1OC)=[O:21])=[N+]=[N-]>>[C:20]([NH2:22])(=[O:21])[C:19]1[CH:40]=[CH:41][CH:42]=[CH:17][CH:18]=1. The reactants are C1(CC1)N1N=CC(=C1C(C)C)C=O (1-cyclopropyl-5-isopropyl-1H-pyrazole-4-carbaldehyde), N(=[N+]=[N-])C=1C=C(C(=O)NC2=C(C(=CC(=C2)C(C)(C)C)NS(=O)(=O)C)OC)C=CC1C (3-azido-N-(5-tert-butyl-3-methanesulfonylamino-2-methoxy-phenyl)-4-methyl-benzamide). Reported procedure: Example 75 benzamide was prepared from 1-cyclopropyl-5-isopropyl-1H-pyrazole-4-carbaldehyde and 3-azido-N-(5-tert-butyl-3-methanesulfonylamino-2-methoxy-phenyl)-4-methyl-benzamide in the same manner as Example 39. ESI MS m/z 606 [C31H39N7O4S+H]+. Starting materials: NC(=O)CCC(=O)[O-] (3-aminocarbonylpropionate), NO (hydroxylamine). Solvent: O1CCOCC1 (dioxane). The product is ONC(CCC(=O)N)=O (N-hydroxy-3-aminocarbonylpropionamide). Reaction SMILES: [NH2:1][C:2]([CH2:4][CH2:5][C:6]([O-:8])=O)=[O:3].[NH2:9][OH:10]>O1CCOCC1>[OH:10][NH:9][C:6](=[O:8])[CH2:5][CH2:4][C:2]([NH2:1])=[O:3]. Procedure details: 3-Aminocarbonylpropionate 3 (0.1 mmol) was treated with dioxane (1 mL) and hydroxylamine (50% in water, 2 mL) for 1 to 3 days, and then can be purified by preparative reverse-phase (C18) HPLC to afford the desired N-hydroxy-3-aminocarbonylpropionamide. Starting materials: COCOc1c(-c2ccccc2)c(C)cc2cc(OC)ccc12, Cl, C1COCCO1. The product is COc1ccc2c(O)c(-c3ccccc3)c(C)cc2c1. As a reaction SMILES: [CH3:1][c:2]1[c:3](-[c:18]2[cH:19][cH:20][cH:21][cH:22][cH:23]2)[c:4]([O:14][CH2:15][O:16][CH3:17])[c:5]2[cH:6][cH:7][c:8]([O:12][CH3:13])[cH:9][c:10]2[cH:11]1.[ClH:24].[O:25]1[CH2:26][CH2:27][O:28][CH2:29][CH2:30]1>>[CH3:1][c:2]1[c:3](-[c:18]2[cH:19][cH:20][cH:21][cH:22][cH:23]2)[c:4]([OH:14])[c:5]2[cH:6][cH:7][c:8]([O:12][CH3:13])[cH:9][c:10]2[cH:11]1. Reactants: CCOC(=O)CCc1cccc(N)c1, Cl, O=N[O-], [Na+]. The product is CCOC(=O)CCc1cccc(NN)c1. As a reaction SMILES: [CH2:1]([CH3:2])[O:3][C:4]([CH2:5][CH2:6][c:7]1[cH:8][c:9]([NH2:13])[cH:10][cH:11][cH:12]1)=[O:14].[ClH:19].[N:15]([O-:16])=[O:17].[Na+:18]>>[CH2:1]([CH3:2])[O:3][C:4]([CH2:5][CH2:6][c:7]1[cH:8][c:9]([NH:13][NH2:15])[cH:10][cH:11][cH:12]1)=[O:14]. The reactants are ClC1=CC=C(C=C1)N1C(SCC1=O)=S (3-(4'-chlorophenyl)-rhodanine), C(C)C(C([O-])([O-])[O-])(CC)CC (triethylorthoacetate), C(C)(=O)OC(C)=O (acetic anhydride). Product: ClC1=CC=C(C=C1)N1C(SC(C1=O)=C(C)OCC)=S (3-(4'-chlorophenyl)-5-(1'-ethoxyethylidene)-rhodanine). As a reaction SMILES: [Cl:1][C:2]1[CH:7]=[CH:6][C:5]([N:8]2[C:12](=[O:13])[CH2:11][S:10][C:9]2=[S:14])=[CH:4][CH:3]=1.C(C(CC)(CC)C([O-])([O-])[O-])C.[C:26]([O:29][C:30](=O)[CH3:31])(=O)[CH3:27]>>[Cl:1][C:2]1[CH:3]=[CH:4][C:5]([N:8]2[C:12](=[O:13])[C:11](=[C:26]([O:29][CH2:30][CH3:31])[CH3:27])[S:10][C:9]2=[S:14])=[CH:6][CH:7]=1. Reported procedure: A mixture of 50 g. (0.2 m.) of the above-prepared rhodanine and 140 g. (0.86 m.) of triethylorthoacetate in 350 ml. of acetic anhydride is refluxed for four hours. The cooled reaction solution is filtered and the product is washed with 100 ml. of 70% aqueous acetic acid to yield 3-(4'-chlorophenyl)-5-(1'-ethoxyethylidene)-rhodanine, m.p. 168°-171°C. Starting materials: BrC1=CC(=C(C=C1)[N+](=O)[O-])F (4-bromo-2-fluoronitrobenzene), C(C)(C)N(C(C)C)CC (N,N-diisopropylethylamine), CN (methylamine), CN.C1CCOC1 (methylamine THF). Run in C1CCOC1 (THF). Run at temperature 105 celsius, time 20 minute. Yields the product BrC=1C=CC(=C(C1)CN)[N+](=O)[O-] ((5-Bromo-2-nitrophenyl)methylamine). RXN SMILES: [Br:1][C:2]1[CH:7]=[CH:6][C:5]([N+:8]([O-:10])=[O:9])=[C:4](F)[CH:3]=1.[CH:12]([N:15](CC)C(C)C)(C)C.CN.CN.C1COCC1>C1COCC1>[Br:1][C:2]1[CH:7]=[CH:6][C:5]([N+:8]([O-:10])=[O:9])=[C:4]([CH2:12][NH2:15])[CH:3]=1 |f:3.4|. Procedure details: A solution of 4-bromo-2-fluoronitrobenzene (1.2 g) in THF (10 ml) is heated in the presence of N,N-diisopropylethylamine (690 μl) and of methylamine (2M in THF, 3 ml) in a microwave reactor (10° C., 20 min). After 20 min, 100 μl of methylamine THF (2M) are added and the resulting mixture is heated at 105° C. for a further 5 minutes. The reaction medium is concentrated and then taken up in ethyl acetate, and washed with water and then with brine. The organic extracts are combined, dried over magn... The reactants are CC(C)(C)N=C=O, NCC1CC(n2cc(-c3cccc(OCc4ccccc4)c3)c3c(N)ncnc32)C1. Product: CC(C)(C)NC(=O)NCC1CC(n2cc(-c3cccc(OCc4ccccc4)c3)c3c(N)ncnc32)C1. RXN SMILES: [C:31]([CH3:32])([CH3:33])([CH3:34])[N:35]=[C:36]=[O:37].[NH2:1][CH2:2][CH:3]1[CH2:4][CH:5]([n:7]2[cH:8][c:9](-[c:17]3[cH:18][c:19]([O:23][CH2:24][c:25]4[cH:26][cH:27][cH:28][cH:29][cH:30]4)[cH:20][cH:21][cH:22]3)[c:10]3[c:11]2[n:12][cH:13][n:14][c:15]3[NH2:16])[CH2:6]1>>[NH:1]([CH2:2][CH:3]1[CH2:4][CH:5]([n:7]2[cH:8][c:9](-[c:17]3[cH:18][c:19]([O:23][CH2:24][c:25]4[cH:26][cH:27][cH:28][cH:29][cH:30]4)[cH:20][cH:21][cH:22]3)[c:10]3[c:11]2[n:12][cH:13][n:14][c:15]3[NH2:16])[CH2:6]1)[C:36]([NH:35][C:31]([CH3:32])([CH3:33])[CH3:34])=[O:37]. Starting materials: C1(=CC=CC=C1)C1(C2CCC(C1)C2)C2=C(C=CC(=C2)OCC2=NC1=CC=CC=C1C=C2)O ((±)-2-(2-Phenylbicyclo[2.2.1]hept-2-yl)-4-(quinolin-2-ylmethoxy)phenol), C([O-])([O-])=O.[Cs+].[Cs+] (cesium carbonate), CI (methyl iodide). Run in O (water), CN(C)C=O (DMF). Conditions: time 18 hour. Product: COC1=C(C=C(OCC2=NC3=CC=CC=C3C=C2)C=C1)C1(C2CCC(C1)C2)C2=CC=CC=C2 ((±)-2-{[4-Methoxy-3-(2-phenylbicyclo[2.2.1]hept-2-yl)phenoxy]methyl}quinoline). Isolated yield 55.2%. Reaction SMILES: [C:1]1([C:7]2([C:14]3[CH:19]=[C:18]([O:20][CH2:21][C:22]4[CH:31]=[CH:30][C:29]5[C:24](=[CH:25][CH:26]=[CH:27][CH:28]=5)[N:23]=4)[CH:17]=[CH:16][C:15]=3[OH:32])[CH2:12][CH:11]3[CH2:13][CH:8]2[CH2:9][CH2:10]3)[CH:6]=[CH:5][CH:4]=[CH:3][CH:2]=1.[C:33](=O)([O-])[O-].[Cs+].[Cs+].CI>CN(C=O)C.O>[CH3:33][O:32][C:15]1[CH:16]=[CH:17][C:18]([O:20][CH2:21][C:22]2[CH:31]=[CH:30][C:29]3[C:24](=[CH:25][CH:26]=[CH:27][CH:28]=3)[N:23]=2)=[CH:19][C:14]=1[C:7]1([C:1]2[CH:2]=[CH:3][CH:4]=[CH:5][CH:6]=2)[CH2:12][CH:11]2[CH2:13][CH:8]1[CH2:9][CH2:10]2 |f:1.2.3|. Procedure details: To a solution of 1b (200 mg, 0.47 mmol) in DMF (4 mL) was added cesium carbonate (186 mg, 0.57 mmol) followed by methyl iodide (35.0 μL, 0.57 mmol). The mixture was stirred at room temperature for 18 h, diluted with water (20 mL) and extracted three times with EtOAc. The combined organic extracts were washed three times with water, dried (MgSO4) and concentrated. The residue (210 mg) was triturated with a 1:1 mixture of hexane/ether to provide 1c as a solid (113 mg), m.p. 138-139° C.